Task: describe an organic reaction: reactants, conditions, products, and yield. Dataset: the Open Reaction Database (ORD), a public repository of structured organic reaction records The reactants are BrC(C(=O)Br)(C)C (2-bromoisobutyryl bromide), ice, COC=1C=C2C=C(NC2=CC1)C (5-methoxy-2-methylindole), C(CCC)[Li] (n-butyllithium). Reagents/catalysts: [Cl-].[Cl-].[Zn+2] (ZnCl2). Solvent: C1(=CC=CC=C1)C (toluene), C1CCOC1 (THF). Run at temperature 0 celsius, time 20 minute. Yields the product BrC(C(=O)C1=C(NC2=CC=C(C=C12)OC)C)(C)C (2-bromo-1-(5-methoxy-2-methyl-1H-indol-3-yl)-2-methyl-propan-1-one). The yield is 41.6%. Reaction SMILES: [CH3:1][O:2][C:3]1[CH:4]=[C:5]2[C:9](=[CH:10][CH:11]=1)[NH:8][C:7]([CH3:12])=[CH:6]2.C([Li])CCC.[Br:18][C:19]([CH3:24])([CH3:23])[C:20](Br)=[O:21]>C1COCC1.C1(C)C=CC=CC=1.[Cl-].[Cl-].[Zn+2]>[Br:18][C:19]([CH3:24])([CH3:23])[C:20]([C:6]1[C:5]2[C:9](=[CH:10][CH:11]=[C:3]([O:2][CH3:1])[CH:4]=2)[NH:8][C:7]=1[CH3:12])=[O:21] |f:5.6.7|. Procedure: To an ice-cooled solution of 5-methoxy-2-methylindole (2.5 g, 15.5 mmol) in THF (30 mL) was added n-butyllithium (2.5M solution in hexanes: 6.25 mL, 16.28 mmol) in a dropwise manner. After 20 minutes, ZnCl2 (1M solution in ether; 15.5 mL, 1.0 eq.) was added and the resulting solution stirred at 0° C. for 2 hrs. The solvent was then removed and the residue dissolved in anhydrous toluene (30 mL) to which 2-bromoisobutyryl bromide (1.93 mL, 16.28 mmol) was added and the mixture stirred at ambient t... Reactants: NC=1C(N(C(N(C1N)CC)=O)CC)=O (5,6-diamino-1,3-diethyluracil), C(CO)(=O)O (glycolic acid). Yields the product C(C)N1C(=O)N(C=2N=C(NC2C1=O)CO)CC (1,3-Diethyl-8-hydroxymethylxanthine). The yield is 59.3%. As a reaction SMILES: [NH2:1][C:2]1[C:3](=[O:14])[N:4]([CH2:12][CH3:13])[C:5](=[O:11])[N:6]([CH2:9][CH3:10])[C:7]=1[NH2:8].[C:15](O)(=O)[CH2:16][OH:17]>>[CH2:12]([N:4]1[C:3](=[O:14])[C:2]2[NH:1][C:15]([CH2:16][OH:17])=[N:8][C:7]=2[N:6]([CH2:9][CH3:10])[C:5]1=[O:11])[CH3:13]. Reported procedure: Substantially the same procedure as in Reference Example 1 was repeated using 5.0 g (25.2 mmol) of 5,6-diamino-1,3-diethyluracil [J. Am. Chem. Soc., 75, 114 (1953)] and 8.4 g (111 mmol) of glycolic acid. The resulting crude crystals were recrystallized from methanol to give 3.56 g (yield 60%) of Compound d as white needles.